From a dataset of the Open Reaction Database (ORD), a public repository of structured organic reaction records. describe an organic reaction: reactants, conditions, products, and yield Starting materials: O (water), NC1=C(C=C(C=C1)O)[N+](=O)[O-] (4-amino-3-nitrophenol), FC1=CC=C(C=O)C=C1 (4-fluorobenzaldehyde), C(=O)([O-])[O-].[Cs+].[Cs+] (Cs2CO3). The reagents and catalysts are FC1=CC=C(C=O)C=C1 (4-fluorobenzaldehyde). Solvent: CS(=O)C (dimethylsulfoxide). Product: NC1=C(C=C(C=C1)OC1=CC=C(C=O)C=C1)[N+](=O)[O-] (4-[(4-Amino-3-nitrophenyl)oxy]benzaldehyde). Isolated yield 99.1%. Reaction SMILES: [NH2:1][C:2]1[CH:7]=[CH:6][C:5]([OH:8])=[CH:4][C:3]=1[N+:9]([O-:11])=[O:10].F[C:13]1[CH:20]=[CH:19][C:16]([CH:17]=[O:18])=[CH:15][CH:14]=1.C([O-])([O-])=O.[Cs+].[Cs+].O>CS(C)=O.FC1C=CC(C=O)=CC=1>[NH2:1][C:2]1[CH:7]=[CH:6][C:5]([O:8][C:13]2[CH:20]=[CH:19][C:16]([CH:17]=[O:18])=[CH:15][CH:14]=2)=[CH:4][C:3]=1[N+:9]([O-:11])=[O:10] |f:2.3.4|. Procedure: A mixture of 4-amino-3-nitrophenol (1.54 g; 10.0 mmol), 4-fluorobenzaldehyde (1.05 mL; 10.0 mmol) and Cs2CO3 (3.91 g; 12.0 mmol) in anhydrous dimethylsulfoxide (10 mL) was heated at 80 degrees Centigrade, under nitrogen. An additional portion of 4-fluorobenzaldehyde (0.050 mL; 0.50 mmol) was added after 1 hour and heating was continued. After 2 hours the mixture was cooled, poured into water and extracted three times with ethyl acetate. Combined organics were washed (H2O, brine), dried over Na2S... Reactants: CC1(OB(OC1(C)C)C=1C=C2C=CC(=CC2=CC1)NC(=O)C=1SC=CC1)C (N-(6-(4,4,5,5-tetramethyl-1,3,2-dioxaborolan-2-yl)naphthalen-2-yl)thiophene-2-carboxamide), BrC1=C2C=CN=C(C2=CC=C1)NCCCN(C)C (5-bromo-N-(3-(dimethylamino)propyl)isoquinolin-1-amine), C([O-])([O-])=O.[K+].[K+] (Potassium Carbonate). The solvent is C(Cl)Cl (DCM), O (H2O), O1CCOCC1 (1,4-Dioxane). Conditions: time 10 minute. The product is CN(CCCNC1=NC=CC2=C(C=CC=C12)C=1C=C2C=CC(=CC2=CC1)NC(=O)C=1SC=CC1)C (N-(6-(1-(3-(dimethylamino)propylamino)isoquinolin-5-yl)naphthalen-2-yl)thiophene-2-carboxamide). The yield is 15.0%. As a reaction SMILES: Br[C:2]1[CH:11]=[CH:10][CH:9]=[C:8]2[C:3]=1[CH:4]=[CH:5][N:6]=[C:7]2[NH:12][CH2:13][CH2:14][CH2:15][N:16]([CH3:18])[CH3:17].CC1(C)C(C)(C)OB([C:27]2[CH:28]=[C:29]3[C:34](=[CH:35][CH:36]=2)[CH:33]=[C:32]([NH:37][C:38]([C:40]2[S:41][CH:42]=[CH:43][CH:44]=2)=[O:39])[CH:31]=[CH:30]3)O1.C(=O)([O-])[O-].[K+].[K+]>O1CCOCC1.C(Cl)Cl.O>[CH3:17][N:16]([CH3:18])[CH2:15][CH2:14][CH2:13][NH:12][C:7]1[C:8]2[C:3](=[C:2]([C:27]3[CH:28]=[C:29]4[C:34](=[CH:35][CH:36]=3)[CH:33]=[C:32]([NH:37][C:38]([C:40]3[S:41][CH:42]=[CH:43][CH:44]=3)=[O:39])[CH:31]=[CH:30]4)[CH:11]=[CH:10][CH:9]=2)[CH:4]=[CH:5][N:6]=1 |f:2.3.4|. Procedure details: To a microwave vial containing 5-bromo-N-(3(dimethylamino)propyl) isoquinolin-1-amine (Step 4, 0.055 g, 0.2 mmol) in 1,4-Dioxane (2 mL), was added N-(6-(4,4,5,5-tetramethyl-1,3,2-dioxaborolan-2-yl)naphthalen-2-yl)thiophene-2-carboxamide (0.076 g, 0.2 mmol), Fibrecat catalyst (0.005 g, 5% by wt.), along with 2 M Potassium Carbonate (0.5 mL, 1 mmol). The mixture was placed into CEM Microwave for 10 minutes at 80° C., while supplying 60 Watts of energy via power-max. Then mixture was diluted with D... The reactants are C(C)(=O)C1C(CCC1=O)=O (2-Acetyl-1,3-cyclopentanedione), Cl (hydrochloric acid), OC=1C=C(C=O)C=CC1OC (3-hydroxy-4-methoxybenzaldehyde), N1CCOCC1 (morpholine). The solvent is O (water), C(C)O (ethanol). Yields the product OC=1C=C(C=CC(=O)C2C(CCC2=O)=O)C=CC1OC (2-(3-Hydroxy-4-methoxycinnamoyl)-1,3-cyclopentanedione). RXN SMILES: [C:1]([CH:4]1[C:8](=[O:9])[CH2:7][CH2:6][C:5]1=[O:10])(=[O:3])[CH3:2].[OH:11][C:12]1[CH:13]=[C:14]([CH:17]=[CH:18][C:19]=1[O:20][CH3:21])[CH:15]=O.N1CCOCC1.Cl>O.C(O)C>[OH:11][C:12]1[CH:13]=[C:14]([CH:17]=[CH:18][C:19]=1[O:20][CH3:21])[CH:15]=[CH:2][C:1]([CH:4]1[C:8](=[O:9])[CH2:7][CH2:6][C:5]1=[O:10])=[O:3]. Procedure: 2-Acetyl-1,3-cyclopentanedione (3.83 g.) was treated with 5.0 g. of 3-hydroxy-4-methoxybenzaldehyde in 120 ml. of ethanol in the presence of 5 ml. of morpholine under reflux for 5 hours. After cooling, the reaction mixture was poured into 200 ml. of water containing 8 ml. of conc. hydrochloric acid. Deposited crystals were separated by filtration, washed with water and ethanol successively, and dried. 2-(3-Hydroxy-4-methoxycinnamoyl)-1,3-cyclopentanedione (5.46 g.) was obtained, in the form of y... The reactants are FC1=C(C#N)C=CC(=C1)O (2-fluoro-4-hydroxy-benzonitrile), [N+](=O)(O)[O-] (nitric acid). The reagents and catalysts are [Pd] (palladium/carbon). The solvent is C(C)(=O)O (acetic acid), C(C)O (ethanol). Yields the product NC=1C(=CC(=C(C#N)C1)F)O (5-Amino-2-fluoro-4-hydroxy-benzonitrile). As a reaction SMILES: [F:1][C:2]1[CH:9]=[C:8]([OH:10])[CH:7]=[CH:6][C:3]=1[C:4]#[N:5].[N+:11]([O-])(O)=O>C(O)(=O)C.C(O)C.[Pd]>[NH2:11][C:7]1[C:8]([OH:10])=[CH:9][C:2]([F:1])=[C:3]([CH:6]=1)[C:4]#[N:5]. Procedure: This was prepared from 2-fluoro-4-hydroxy-benzonitrile by nitration (concentrated nitric acid in acetic acid at 40° C.) followed by hydrogenation in ethanol over 10% palladium/carbon.